Dataset: the Open Reaction Database (ORD), a public repository of structured organic reaction records. Task: describe an organic reaction: reactants, conditions, products, and yield Starting materials: CS(=O)(=O)OCCOC1=CC=C(C=C1)CC(C(=O)OCC)(OC1=CC=CC=C1)C (ethyl 3-[4-(2-methanesulfonyloxyethoxy)phenyl]-2-methyl-2-phenoxypropionate), [N-]=[N+]=[N-].[Na+] (sodium azide). Yields the product N(=[N+]=[N-])CCOC1=CC=C(C=C1)CC(C(=O)OCC)(OC1=CC=CC=C1)C (Ethyl 3-[4-(2-azidoethoxy)phenyl]-2-methyl-2-phenoxypropionate). Reaction SMILES: CS(O[CH2:6][CH2:7][O:8][C:9]1[CH:14]=[CH:13][C:12]([CH2:15][C:16]([CH3:29])([O:22][C:23]2[CH:28]=[CH:27][CH:26]=[CH:25][CH:24]=2)[C:17]([O:19][CH2:20][CH3:21])=[O:18])=[CH:11][CH:10]=1)(=O)=O.[N-:30]=[N+:31]=[N-:32].[Na+]>>[N:30]([CH2:6][CH2:7][O:8][C:9]1[CH:14]=[CH:13][C:12]([CH2:15][C:16]([CH3:29])([O:22][C:23]2[CH:28]=[CH:27][CH:26]=[CH:25][CH:24]=2)[C:17]([O:19][CH2:20][CH3:21])=[O:18])=[CH:11][CH:10]=1)=[N+:31]=[N-:32] |f:1.2|. Reported procedure: In a similar manner to that described in Reference example 3(h), a reaction was carried out using ethyl 3-[4-(2-methanesulfonyloxyethoxy)phenyl]-2-methyl-2-phenoxypropionate (i1.42 g), which is the product of Reference example 8(e), and sodium azide (0.66 g) and the reaction mixture was treated to afford the desired compound (0.82 g) as a syrup.